The task is: describe an organic reaction: reactants, conditions, products, and yield. This data is from the Open Reaction Database (ORD), a public repository of structured organic reaction records. The reactants are COCCOCC(=S)O (2-methoxyethoxythioacetic acid), C(C)(=O)OC1CC(N1)=O (4-acetoxy-2-azetidinone), N#N (N2). The solvent is [OH-].[K+] (KOH), O (water). Yields the product COCCOCC(=S)OC1CC(N1)=O (4-(2-methoxyethoxythioacetoxy)-2-azetidinone). The yield is 96.0%. Reaction SMILES: [CH3:1][O:2][CH2:3][CH2:4][O:5][CH2:6][C:7]([OH:9])=[S:8].C(O[CH:14]1[NH:17][C:16](=[O:18])[CH2:15]1)(=O)C.N#N>[OH-].[K+].O>[CH3:1][O:2][CH2:3][CH2:4][O:5][CH2:6][C:7]([O:9][CH:14]1[NH:17][C:16](=[O:18])[CH2:15]1)=[S:8] |f:3.4|. Procedure: To a solution of 2-methoxyethoxythioacetic acid (990 mg.; 6.60 mmoles) in 1 N KOH (6.0 ml.) and water (30 ml.) was added in an ice-bath under nitrogen atmosphere 4-acetoxy-2-azetidinone (777 mg.; 6.00 mmoles). The reaction mixture was stirred at room temperature (N2) for 1 hr. and then extracted with methylene chloride (30 ml.×3). The extracts were washed with brine, dried (Na2SO4) and evaporated yielding 4-(2-methoxyethoxythioacetoxy)-2-azetidinone (1.26 g.; 5.76 mmoles; 96% yield) as a yellow ...